Dataset: the Open Reaction Database (ORD), a public repository of structured organic reaction records. Task: describe an organic reaction: reactants, conditions, products, and yield Reactants: Br.FC1=CC=C(C(=O)C2CCNCC2)C=C1 (4-(4-Fluorobenzoyl)piperidine hydrobromide), C(C)(=O)N1CCC(CC1)C(C1=CC=C(C=C1)F)=O (1-acetyl-4-(4-fluoro-benzoyl)piperidine), Cl (HCl), [OH-].[Na+] (NaOH). Product: Cl.FC1=CC=C(CC2CCN(CC2)CCOC2=CC=C(C=C2)F)C=C1 (4-(4-Fluorobenzyl)-1-(2-(4-fluorophenoxy)ethyl)piperidine hydrochloride). Isolated yield 98.0%. RXN SMILES: Br.[F:2][C:3]1[CH:16]=[CH:15][C:6](C(C2CCNCC2)=O)=[CH:5][CH:4]=1.[C:17]([N:20]1[CH2:25][CH2:24][CH:23]([C:26](=O)[C:27]2[CH:32]=[CH:31][C:30]([F:33])=[CH:29][CH:28]=2)[CH2:22][CH2:21]1)(=O)[CH3:18].[OH-:35].[Na+].[ClH:37]>>[ClH:37].[F:33][C:30]1[CH:31]=[CH:32][C:27]([CH2:26][CH:23]2[CH2:24][CH2:25][N:20]([CH2:17][CH2:18][O:35][C:6]3[CH:15]=[CH:16][C:3]([F:2])=[CH:4][CH:5]=3)[CH2:21][CH2:22]2)=[CH:28][CH:29]=1 |f:0.1,3.4,6.7|. Procedure details: 4-(4-Fluorobenzoyl)piperidine hydrobromide. A solution of 1-acetyl-4-(4-fluoro-benzoyl)piperidine (1.20 g, 4.80 mmol) in HCl (6N, 15 mL) was refluxed for 2 h. The cooled solution was made basic (NaOH) and then extracted with benzene (2×40 mL). The collected organic phase was washed with brine (50 mL), dried and was concentrated under reduced pressure. The free amine was dissolved in HBr (saturated solution in MeOH, 10 mL). The precipitated hydrobromide salt was collected, washed with ether (2×4 ... The reactants are NC=1SC=CN1 (2-aminothiazole), C1(=CC=C(C=C1)S(=O)(=O)OC)C (methyl p-toluenesulfonate). Run in CC(=O)C (acetone). Conditions: temperature 60 celsius, time 1 hour. Product: C1(=CC=C(C=C1)S(=O)(=O)[O-])C.NC=1SC=C[N+]1C (2-amino-3-methylthiazolium p-toluenesulfonate). Reaction SMILES: [NH2:1][C:2]1[S:3][CH:4]=[CH:5][N:6]=1.[C:7]1([CH3:18])[CH:12]=[CH:11][C:10]([S:13]([O:16]C)(=[O:15])=[O:14])=[CH:9][CH:8]=1>CC(C)=O>[C:7]1([CH3:18])[CH:8]=[CH:9][C:10]([S:13]([O-:16])(=[O:14])=[O:15])=[CH:11][CH:12]=1.[NH2:1][C:2]1[S:3][CH:4]=[CH:5][N+:6]=1[CH3:7] |f:3.4|. Reported procedure: In a 200 ml three-necked flask were placed 2.0 g of 2-aminothiazole and 5.6 g of methyl p-toluenesulfonate, and the mixture was stirred at 120° C. for 4 hours. After the resulting mixture was cooled to 60° C., 100 ml of acetone was added and the mixture was stirred for 1 hour. The precipitates were filtered under reduced pressure, washed with acetone, and dried at room temperature under reduced pressure. Product: Cl, O=C(Nc1cnc(N2CCNCC2)nc1)c1nc(-c2ccccc2)oc1C(F)(F)F. As a reaction SMILES: [C:1]([O:2][C:3](=[O:4])[N:8]1[CH2:9][CH2:10][N:11]([c:14]2[n:15][cH:16][c:17]([NH:20][C:21](=[O:22])[c:23]3[n:24][c:25](-[c:32]4[cH:33][cH:34][cH:35][cH:36][cH:37]4)[o:26][c:27]3[C:28]([F:29])([F:30])[F:31])[cH:18][n:19]2)[CH2:12][CH2:13]1)([CH3:5])([CH3:6])[CH3:7].[CH2:39]([Cl:40])[Cl:41].[CH3:42][OH:43].[ClH:38]>>[ClH:38].[NH:8]1[CH2:9][CH2:10][N:11]([c:14]2[n:15][cH:16][c:17]([NH:20][C:21](=[O:22])[c:23]3[n:24][c:25](-[c:32]4[cH:33][cH:34][cH:35][cH:36][cH:37]4)[o:26][c:27]3[C:28]([F:29])([F:30])[F:31])[cH:18][n:19]2)[CH2:12][CH2:13]1. Starting materials: CC(C)(C)OC(=O)N1CCN(c2ncc(NC(=O)c3nc(-c4ccccc4)oc3C(F)(F)F)cn2)CC1, ClCCl, CO, Cl. Reactants: Fc1cccc(OCCBr)c1F, O=C([O-])[O-], CC#N, CCOC(=O)C1(CCCc2c(F)cnc3ccc(OC)cc23)CCNCC1, [I-], [K+], [K+], [K+]. The product is CCOC(=O)C1(CCCc2c(F)cnc3ccc(OC)cc23)CCN(CCOc2cccc(F)c2F)CC1. Reaction SMILES: [Br:28][CH2:29][CH2:30][O:31][c:32]1[c:33]([F:39])[c:34]([F:38])[cH:35][cH:36][cH:37]1.[C:42](=[O:43])([O-:44])[O-:45].[CH3:48][C:49]#[N:50].[F:1][c:2]1[cH:3][n:4][c:5]2[cH:6][cH:7][c:8]([O:26][CH3:27])[cH:9][c:10]2[c:11]1[CH2:12][CH2:13][CH2:14][C:15]1([C:21](=[O:22])[O:23][CH2:24][CH3:25])[CH2:16][CH2:17][NH:18][CH2:19][CH2:20]1.[I-:41].[K+:40].[K+:46].[K+:47]>>[F:1][c:2]1[cH:3][n:4][c:5]2[cH:6][cH:7][c:8]([O:26][CH3:27])[cH:9][c:10]2[c:11]1[CH2:12][CH2:13][CH2:14][C:15]1([C:21](=[O:22])[O:23][CH2:24][CH3:25])[CH2:16][CH2:17][N:18]([CH2:29][CH2:30][O:31][c:32]2[c:33]([F:39])[c:34]([F:38])[cH:35][cH:36][cH:37]2)[CH2:19][CH2:20]1.